This data is from the Open Reaction Database (ORD), a public repository of structured organic reaction records. The task is: describe an organic reaction: reactants, conditions, products, and yield Reactants: COCCNCC=1C=NC=C(C1)B1OC(C(O1)(C)C)(C)C ([2-(methyloxy)ethyl]{[5-(4,4,5,5-tetramethyl-1,3,2-dioxaborolan-2-yl)-3-pyridinyl]methyl}amine), BrC=1C=C2C(=CNC2=C(C1)C(=O)N)C1CCN(CC1)S(=O)(=O)CC (5-bromo-3-[1-(ethylsulfonyl)-4-piperidinyl]-1H-indole-7-carboxamide), C([O-])([O-])=O.[K+].[K+] (potassium carbonate), chloro-2-(dimethylaminomethyl)-ferrocen-1-yl-(dinorbornylphosphine)palladium(II). Product: C(C)S(=O)(=O)N1CCC(CC1)C1=CNC2=C(C=C(C=C12)C=1C=NC=C(C1)CNCCOC)C(=O)N (3-[1-(ethylsulfonyl)-4-piperidinyl]-5-[5-({[2-(methyloxy)ethyl]amino}methyl)-3-pyridinyl]-1H-indole-7-carboxamide). Isolated yield 46.0%. As a reaction SMILES: [CH3:1][O:2][CH2:3][CH2:4][NH:5][CH2:6][C:7]1[CH:8]=[N:9][CH:10]=[C:11](B2OC(C)(C)C(C)(C)O2)[CH:12]=1.Br[C:23]1[CH:24]=[C:25]2[C:29](=[C:30]([C:32]([NH2:34])=[O:33])[CH:31]=1)[NH:28][CH:27]=[C:26]2[CH:35]1[CH2:40][CH2:39][N:38]([S:41]([CH2:44][CH3:45])(=[O:43])=[O:42])[CH2:37][CH2:36]1.C(=O)([O-])[O-].[K+].[K+]>>[CH2:44]([S:41]([N:38]1[CH2:37][CH2:36][CH:35]([C:26]2[C:25]3[C:29](=[C:30]([C:32]([NH2:34])=[O:33])[CH:31]=[C:23]([C:11]4[CH:10]=[N:9][CH:8]=[C:7]([CH2:6][NH:5][CH2:4][CH2:3][O:2][CH3:1])[CH:12]=4)[CH:24]=3)[NH:28][CH:27]=2)[CH2:40][CH2:39]1)(=[O:43])=[O:42])[CH3:45] |f:2.3.4|. Procedure details: Following the general procedure of 5-(5-{[(cyclopropylmethyl)amino]methyl}-3-pyridinyl)-3-[1-(ethylsulfonyl)-4-piperidinyl]-1H-indole-7-carboxamide, 5-(4,4,5,5-tetramethyl-1,3,2-dioxaborolan-2-yl)-3-pyridinecarbaldehyde (30 mg, 0.129 mmol), [2-(methyloxy)ethyl]amine (0.011 mL, 0.129 mmol), and NaCNBH3 (16 mg, 0.258 mmol) were reacted to give 19 mg of crude [2-(methyloxy)ethyl]{[5-(4,4,5,5-tetramethyl-1,3,2-dioxaborolan-2-yl)-3-pyridinyl]methyl}amine. The crude [2-(methyloxy)ethyl]{[5-(4,4,5,5-te... Starting materials: [Li+].[OH-] (LiOH), O=C1NC2=C(CCN1C1CCN(CC1)C(=O)O[C@@H](C(=O)N1CCN(CC1)C1CCN(CC1)C(C)C(=O)OCC)CC1=CC(=C(C(=C1)C(F)(F)F)N)Cl)C=CC=C2 ((R)-1-(4-amino-3-chloro-5-trifluoromethyl-benzyl)-2-{4-[1-(1-ethoxycarbonyl-ethyl)-piperidin-4-yl]-piperazin-1-yl}-2-oxo-ethyl 4-(2-oxo-1,2,4,5-tetrahydro-1,3-benzodiazepin-3-yl)-piperidine-1-carboxylate). Solvent: O (water), C1CCOC1 (THF). Run at temperature 50 celsius, time 4 hour. The product is O=C1NC2=C(CCN1C1CCN(CC1)C(=O)O[C@@H](C(=O)N1CCN(CC1)C1CCN(CC1)C(C)C(=O)O)CC1=CC(=C(C(=C1)C(F)(F)F)N)Cl)C=CC=C2 ((R)-1-(4-amino-3-chloro-5-trifluoromethyl-benzyl)-2-{4-[1-(1-carboxy-ethyl)-piperidin-4-yl]-piperazin-1-yl}-2-oxo-ethyl 4-(2-oxo-1,2,4,5-tetrahydro-1,3-benzodiazepin-3-yl)-piperidine-1-carboxylate). RXN SMILES: [Li+].[OH-].[O:3]=[C:4]1[N:10]([CH:11]2[CH2:16][CH2:15][N:14]([C:17]([O:19][C@H:20]([CH2:42][C:43]3[CH:48]=[C:47]([C:49]([F:52])([F:51])[F:50])[C:46]([NH2:53])=[C:45]([Cl:54])[CH:44]=3)[C:21]([N:23]3[CH2:28][CH2:27][N:26]([CH:29]4[CH2:34][CH2:33][N:32]([CH:35]([C:37]([O:39]CC)=[O:38])[CH3:36])[CH2:31][CH2:30]4)[CH2:25][CH2:24]3)=[O:22])=[O:18])[CH2:13][CH2:12]2)[CH2:9][CH2:8][C:7]2[CH:55]=[CH:56][CH:57]=[CH:58][C:6]=2[NH:5]1>O.C1COCC1>[O:3]=[C:4]1[N:10]([CH:11]2[CH2:12][CH2:13][N:14]([C:17]([O:19][C@H:20]([CH2:42][C:43]3[CH:48]=[C:47]([C:49]([F:51])([F:50])[F:52])[C:46]([NH2:53])=[C:45]([Cl:54])[CH:44]=3)[C:21]([N:23]3[CH2:24][CH2:25][N:26]([CH:29]4[CH2:34][CH2:33][N:32]([CH:35]([C:37]([OH:39])=[O:38])[CH3:36])[CH2:31][CH2:30]4)[CH2:27][CH2:28]3)=[O:22])=[O:18])[CH2:15][CH2:16]2)[CH2:9][CH2:8][C:7]2[CH:55]=[CH:56][CH:57]=[CH:58][C:6]=2[NH:5]1 |f:0.1|. Procedure: A solution of 2.4 mg (0.10 mmol) LiOH in 0.8 mL water was added to 50 mg (0.06 mmol) (R)-1-(4-amino-3-chloro-5-trifluoromethyl-benzyl)-2-{4-[1-(1-ethoxycarbonyl-ethyl)-piperidin-4-yl]-piperazin-1-yl}-2-oxo-ethyl 4-(2-oxo-1,2,4,5-tetrahydro-1,3-benzodiazepin-3-yl)-piperidine-1-carboxylate in 1 mL THF and the reaction mixture was shaken for 2 h at RT and for 4 h at 50° C. It was then purified by HPLC without working up; the fractions containing the product were combined and lyophilised. Yields the product Cn1c(=O)c(Oc2ccccc2F)cc2cnc(Nc3cc(O)[nH]n3)nc21. As a reaction SMILES: [F:1][c:2]1[c:3]([O:4][c:5]2[cH:6][c:7]3[c:8]([n:9][c:10]([S:13]([CH3:14])(=[O:15])=[O:16])[n:11][cH:12]3)[n:17]([CH3:20])[c:18]2=[O:19])[cH:21][cH:22][cH:23][cH:24]1.[NH2:25][c:26]1[n:27][nH:28][c:29]([OH:31])[cH:30]1.[O:32]=[CH:33][N:34]([CH3:35])[CH3:36]>>[F:1][c:2]1[c:3]([O:4][c:5]2[cH:6][c:7]3[c:8]([n:9][c:10]([NH:25][c:26]4[n:27][nH:28][c:29]([OH:31])[cH:30]4)[n:11][cH:12]3)[n:17]([CH3:20])[c:18]2=[O:19])[cH:21][cH:22][cH:23][cH:24]1. Starting materials: Cn1c(=O)c(Oc2ccccc2F)cc2cnc(S(C)(=O)=O)nc21, Nc1cc(O)[nH]n1, CN(C)C=O. The reactants are BrCc1ccccc1, O=C([O-])[O-], O=C([O-])O, COC(=O)CCc1ccc2nc(C)[nH]c2c1C(=O)OC, CC#N, [K+], [K+], [Na+]. The product is COC(=O)CCc1ccc2c(nc(C)n2Cc2ccccc2)c1C(=O)OC. RXN SMILES: [Br:27][CH2:28][c:29]1[cH:30][cH:31][cH:32][cH:33][cH:34]1.[C:21](=[O:22])([O-:23])[O-:24].[C:38](=[O:39])([O-:40])[OH:41].[CH3:1][O:2][C:3]([CH2:4][CH2:5][c:6]1[cH:7][cH:8][c:9]2[c:10]([nH:11][c:12]([CH3:14])[n:13]2)[c:15]1[C:16](=[O:17])[O:18][CH3:19])=[O:20].[CH3:35][C:36]#[N:37].[K+:25].[K+:26].[Na+:42]>>[CH3:1][O:2][C:3]([CH2:4][CH2:5][c:6]1[cH:7][cH:8][c:9]2[c:10]([n:11][c:12]([CH3:14])[n:13]2[CH2:28][c:29]2[cH:30][cH:31][cH:32][cH:33][cH:34]2)[c:15]1[C:16](=[O:17])[O:18][CH3:19])=[O:20]. Starting materials: BrC1=CC=C2C=3C=CN=CC3NC2=C1 (7-bromo-β-carboline), [OH-].[Na+] (NaOH), C(C)(=O)OC(C)=O (acetic anhydride). Run in CN(C=O)C (dimetylformamide). Conditions: time 30 minute. The product is C(C)(=O)C1=NC=CC=2C3=CC=C(C=C3NC12)Br (1-acetyl-7-bromo-β-carboline). Yield: 36.4%. RXN SMILES: [Br:1][C:2]1[CH:14]=[C:13]2[C:5]([C:6]3[CH:7]=[CH:8][N:9]=[CH:10][C:11]=3[NH:12]2)=[CH:4][CH:3]=1.[OH-].[Na+].[C:17](OC(=O)C)(=[O:19])[CH3:18]>CN(C)C=O>[C:17]([C:10]1[C:11]2[NH:12][C:13]3[C:5](=[CH:4][CH:3]=[C:2]([Br:1])[CH:14]=3)[C:6]=2[CH:7]=[CH:8][N:9]=1)(=[O:19])[CH3:18] |f:1.2|. Procedure: A solution of Example 1 (25 mg, 0.1 mmol) in dimetylformamide (DMF; 2 ml) was treated with 0.10 ml of 1M aqueous NaOH (0.10 mmol). After stirring at RT for 30 minutes, acetic anhydride (0.010 ml, 0.095 mmol) was added and reaction stirred 18 h at RT. The reaction was partitioned in EtOAc and 5% citric acid and the organic layer washed with water, dried (brine; MgSO4), and concentrated to give 23 mg of crude product. The crude product was chromatographed (7:3 hexane-acetone) on silica gel to give...